The task is: describe an organic reaction: reactants, conditions, products, and yield. This data is from the Open Reaction Database (ORD), a public repository of structured organic reaction records. Reactants: CC(C)(Br)C(N)=O, O=C([O-])[O-], CN1CCCN(C)C1=O, CN1CCCC1=O, [Cs+], [Cs+], [H-], [Na+], C1COCCO1, Oc1ccc2ncccc2c1. The product is Nc1ccc2ncccc2c1. RXN SMILES: [Br:20][C:21]([CH3:22])([CH3:23])[C:25]([NH2:24])=[O:26].[C:14](=[O:15])([O-:16])[O-:17].[CH3:33][N:34]1[CH2:35][CH2:36][CH2:37][N:38]([CH3:39])[C:40]1=[O:41].[CH3:42][N:43]1[CH2:44][CH2:45][CH2:46][C:47]1=[O:48].[Cs+:18].[Cs+:19].[H-:13].[Na+:12].[O:27]1[CH2:28][CH2:29][O:30][CH2:31][CH2:32]1.[OH:1][c:2]1[cH:3][c:4]2[cH:5][cH:6][cH:7][n:8][c:9]2[cH:10][cH:11]1>>[c:2]1([NH2:24])[cH:3][c:4]2[cH:5][cH:6][cH:7][n:8][c:9]2[cH:10][cH:11]1. Starting materials: CCCC(=O)Cl, CC1(C)CC(=O)CC(=O)S1, [Cl-], [Cl-], Cl, [Zn+2], c1ccncc1. The product is CCCC(=O)C1C(=O)CC(C)(C)SC1=O. As a reaction SMILES: [C:11]([CH2:12][CH2:13][CH3:14])(=[O:15])[Cl:16].[CH3:1][C:2]1([CH3:10])[CH2:3][C:4](=[O:9])[CH2:5][C:6](=[O:8])[S:7]1.[Cl-:24].[Cl-:26].[ClH:17].[Zn+2:25].[cH:18]1[cH:19][cH:20][n:21][cH:22][cH:23]1>>[CH3:1][C:2]1([CH3:10])[CH2:3][C:4](=[O:9])[CH:5]([C:11]([CH2:12][CH2:13][CH3:14])=[O:15])[C:6](=[O:8])[S:7]1. Reactants: CS(C)=O, Clc1ccc2nc(Cl)cnc2c1, [K+], [K+], Nc1ccc([S-])cc1, Nc1ccc(S)cc1, [OH-], O. Yields the product Nc1ccc(Sc2cnc3cc(Cl)ccc3n2)cc1. Reaction SMILES: [CH3:32][S:33]([CH3:34])=[O:35].[Cl:20][c:21]1[n:22][c:23]2[cH:24][cH:25][c:26]([Cl:31])[cH:27][c:28]2[n:29][cH:30]1.[K+:10].[K+:19].[NH2:11][c:12]1[cH:13][cH:14][c:15]([S-:16])[cH:17][cH:18]1.[NH2:1][c:2]1[cH:3][cH:4][c:5]([SH:8])[cH:6][cH:7]1.[OH-:9].[OH2:36]>>[NH2:1][c:2]1[cH:3][cH:4][c:5]([S:8][c:21]2[n:22][c:23]3[cH:24][cH:25][c:26]([Cl:31])[cH:27][c:28]3[n:29][cH:30]2)[cH:6][cH:7]1. Reactants: C(C)(C)(C)OC(=O)N1CCC(CC1)NC(C1=CC=C(C=C1)C(C)(C)C(=O)OC)=O (4-[4-(1-methoxycarbonyl-1-methyl-ethyl)-benzoylamino]-piperidine-1-carboxylic acid tert-butyl ester), C(=O)(C(F)(F)F)O (TFA), COC(C(C)(C1=CC=C(C=C1)C(NC1CCNCC1)=O)C)=O (2-methyl-2-[4-(piperidin-4-ylcarbamoyl)-phenyl]-propionic acid methyl ester), C(C)OC=1C=C(C=O)C=CC1OC (3-ethoxy-4-methoxybenzaldehyde), C(#N)[BH3-].[Na+] (sodium cyanoborohydride), C(C)N(C(C)C)C(C)C (N-ethyl-diisopropylamine). Run in ClCCl (dichloromethane), C(C)O (ethanol), C(C)(=O)O (acetic acid). Yields the product COC(C(C)(C)C1=CC=C(C=C1)C(NC1CCN(CC1)CC1=CC(=C(C=C1)OC)OCC)=O)=O (2-{4-[1-(3-Ethoxy-4-methoxy-benzyl)-piperidin-4-ylcarbamoyl]-phenyl}-2-methyl-propionic acid methyl ester). Reaction SMILES: [CH3:1][O:2][C:3](=[O:22])[C:4]([CH3:21])([C:6]1[CH:11]=[CH:10][C:9]([C:12](=[O:20])[NH:13][CH:14]2[CH2:19][CH2:18][NH:17][CH2:16][CH2:15]2)=[CH:8][CH:7]=1)[CH3:5].C(OC(N1CCC(NC(=O)C2C=CC(C(C(OC)=O)(C)C)=CC=2)CC1)=O)(C)(C)C.C(O)(C(F)(F)F)=O.[CH2:59]([O:61][C:62]1[CH:63]=[C:64]([CH:67]=[CH:68][C:69]=1[O:70][CH3:71])[CH:65]=O)[CH3:60].C([BH3-])#N.[Na+].C(N(C(C)C)C(C)C)C>ClCCl.C(O)C.C(O)(=O)C>[CH3:1][O:2][C:3](=[O:22])[C:4]([C:6]1[CH:7]=[CH:8][C:9]([C:12](=[O:20])[NH:13][CH:14]2[CH2:15][CH2:16][N:17]([CH2:65][C:64]3[CH:67]=[CH:68][C:69]([O:70][CH3:71])=[C:62]([O:61][CH2:59][CH3:60])[CH:63]=3)[CH2:18][CH2:19]2)=[CH:10][CH:11]=1)([CH3:5])[CH3:21] |f:4.5|. Reported procedure: In analogy to the procedure described in example 50k), 2-methyl-2-[4-(piperidin-4-ylcarbamoyl)-phenyl]-propionic acid methyl ester [prepared from 4-[4-(1-methoxycarbonyl-1-methyl-ethyl)-benzoylamino]-piperidine-1-carboxylic acid tert-butyl ester by treatment with TFA in dichloromethane in analogy to the preparation described in example 50i)] was reacted with 3-ethoxy-4-methoxybenzaldehyde, sodium cyanoborohydride, N-ethyl-diisopropylamine and acetic acid in ethanol at 50° C. to yield the title c... Procedure: (5-Bromo-2-chlorophenyl)methanol (11.37 g, 51.22 mmol) was taken in aqueous HCl (35%) (1.54 L) and stirred at 70-80° C. for 18 h. After completion of the reaction as confirmed by TLC, the reaction mixture was cooled in an ice bath. The precipitate obtained was collected over Buchner filter, washed with water (2×500 mL) and dried in vacuo to afford the title compound (12.2 g, 99%). The product is BrC1=CC(=C(C=C1)Cl)CCl (4-bromo-1-chloro-2-(chloromethyl)benzene). The yield is 99.0%. RXN SMILES: [Br:1][C:2]1[CH:3]=[CH:4][C:5]([Cl:10])=[C:6]([CH2:8]O)[CH:7]=1.[ClH:11]>>[Br:1][C:2]1[CH:3]=[CH:4][C:5]([Cl:10])=[C:6]([CH2:8][Cl:11])[CH:7]=1. Reactants: BrC=1C=CC(=C(C1)CO)Cl ((5-Bromo-2-chlorophenyl)methanol), Cl (HCl). Conditions: temperature 75 celsius, time 18 hour. Starting materials: CC1CCC(C(C)C)C(N2CC(C(=O)N3CCCC3)CC2=O)C1, CC1CCC(C(C)C)C(N2CC(C(=O)O)CC2=O)C1. Yields the product CC1CCC(C(C)C)C(N2CC(C(=O)N3CCC3)CC2=O)C1. RXN SMILES: [CH:1]([CH3:2])([CH3:3])[CH:4]1[CH:5]([N:11]2[C:12](=[O:23])[CH2:13][CH:14]([C:16](=[O:17])[N:18]3[CH2:19][CH2:20][CH2:21][CH2:22]3)[CH2:15]2)[CH2:6][CH:7]([CH3:10])[CH2:8][CH2:9]1.[CH:24]([CH:25]1[CH2:26][CH2:27][CH:28]([CH3:29])[CH2:30][CH:31]1[N:32]1[C:33](=[O:34])[CH2:35][CH:36]([C:37]([OH:38])=[O:39])[CH2:40]1)([CH3:41])[CH3:42]>>[CH:1]([CH3:2])([CH3:3])[CH:4]1[CH:5]([N:11]2[C:12](=[O:23])[CH2:13][CH:14]([C:16](=[O:17])[N:18]3[CH2:19][CH2:20][CH2:22]3)[CH2:15]2)[CH2:6][CH:7]([CH3:10])[CH2:8][CH2:9]1. Starting materials: C(Br)(Br)(Br)Br (CBr4), OCC=1C=C(C=CC1)C1=CC(=CC=C1)C(=O)OCC (ethyl 3′-(hydroxymethyl)biphenyl-3-carboxylate), C1=CC=C(C=C1)P(C2=CC=CC=C2)C3=CC=CC=C3 (PPh3). As a reaction SMILES: [C:1]([Br:5])(Br)(Br)Br.OC[C:8]1[CH:9]=[C:10]([C:14]2[CH:19]=[CH:18][CH:17]=[C:16]([C:20]([O:22][CH2:23][CH3:24])=[O:21])[CH:15]=2)[CH:11]=[CH:12][CH:13]=1.C1C=CC(P(C2C=CC=CC=2)C2C=CC=CC=2)=CC=1>C(Cl)Cl>[Br:5][CH2:1][C:12]1[CH:11]=[C:10]([C:14]2[CH:19]=[CH:18][CH:17]=[C:16]([C:20]([O:22][CH2:23][CH3:24])=[O:21])[CH:15]=2)[CH:9]=[CH:8][CH:13]=1. The product is BrCC=1C=C(C=CC1)C1=CC(=CC=C1)C(=O)OCC (ethyl 3′-(bromomethyl)biphenyl-3-carboxylate). Run in C(Cl)Cl (CH2Cl2), C(Cl)Cl (CH2Cl2). Procedure details: A mixture of ethyl-3-bromobenzoate (3.0 g, 13 mmol), [3-(hydroxymethyl)-phenyl]boronic acid (3.0 g, 20 mmol), PdCl2(PPh3)2 (0.46 g, 0.66 mmol), K2CO3 (3.6 g, 26 mmol), methanol (4 mL), and toluene (36 mL) was heated at 80° C. for 18 h under N2 and then allowed to cool to rt. The reaction mixture was filtered through Celite and then poured into a mixture of ethyl acetate and brine. The two layers were separated and the aqueous layer was extracted with ethyl acetate (×3). The organic extracts were...